From a dataset of the Open Reaction Database (ORD), a public repository of structured organic reaction records. describe an organic reaction: reactants, conditions, products, and yield Reactants: C=C(C)B(O)O, N#Cc1c(OS(=O)(=O)C(F)(F)F)nc(N)nc1-c1ccco1, [Na+], [Na+], O=C([O-])[O-], C1COCCO1, O. The product is C=C(C)c1nc(N)nc(-c2ccco2)c1C#N. Reaction SMILES: [C:23](=[CH2:24])([CH3:25])[B:26]([OH:27])[OH:28].[NH2:1][c:2]1[n:3][c:4](-[c:18]2[o:19][cH:20][cH:21][cH:22]2)[c:5]([C:16]#[N:17])[c:6]([O:8][S:9]([C:10]([F:11])([F:12])[F:13])(=[O:14])=[O:15])[n:7]1.[Na+:29].[Na+:30].[O-:31][C:32](=[O:33])[O-:34].[O:36]1[CH2:37][CH2:38][O:39][CH2:40][CH2:41]1.[OH2:35]>>[NH2:1][c:2]1[n:3][c:4](-[c:18]2[o:19][cH:20][cH:21][cH:22]2)[c:5]([C:16]#[N:17])[c:6]([C:23](=[CH2:24])[CH3:25])[n:7]1. Starting materials: P(=O)(Cl)(Cl)Cl (Phosphorus oxychloride), C (charcoal), CN(C(CCCCCCCCCCC)=O)C (N,N-dimethyldodecanamide), N1C=CC2=CC=C(C=C12)C(=O)OC (methyl indole-6-carboxylate). Solvent: CO (methanol). Conditions: temperature 90 celsius. Yields the product C(CCCCCCCCCCC)(=O)C1=CNC2=CC(=CC=C12)C(=O)OC (methyl 3-(n-dodecanoyl)indole-6-carboxylate). Isolated yield 39.2%. RXN SMILES: P(Cl)(Cl)(Cl)=O.CN(C)[C:8](=[O:20])[CH2:9][CH2:10][CH2:11][CH2:12][CH2:13][CH2:14][CH2:15][CH2:16][CH2:17][CH2:18][CH3:19].[NH:22]1[C:30]2[C:25](=[CH:26][CH:27]=[C:28]([C:31]([O:33][CH3:34])=[O:32])[CH:29]=2)[CH:24]=[CH:23]1.C>CO>[C:8]([C:24]1[C:25]2[C:30](=[CH:29][C:28]([C:31]([O:33][CH3:34])=[O:32])=[CH:27][CH:26]=2)[NH:22][CH:23]=1)(=[O:20])[CH2:9][CH2:10][CH2:11][CH2:12][CH2:13][CH2:14][CH2:15][CH2:16][CH2:17][CH2:18][CH3:19]. Procedure details: Phosphorus oxychloride (27.5 ml) was added dropwise during 20 minutes to stirred N,N-dimethyldodecanamide (84.9 g) at room temperature. The temperature of the mixture rose during the addition to 50° C. The mixture was stirred and heated at 90° C. for 15 minutes and then methyl indole-6-carboxylate (33.4 g) was added portionwise to the stirred mixture during 10 minutes, the temperature of the mixture being maintained at 90° C. during the addition. The mixture was then stirred for 2 hours at 90° C...